From a dataset of the Open Reaction Database (ORD), a public repository of structured organic reaction records. describe an organic reaction: reactants, conditions, products, and yield Reactants: CC(C)(C)OC(=O)NC1=NC(CF)(c2cccc(NC(=O)c3ccc(Br)cn3)c2)COC1, CO, Cl. The product is NC1=NC(CF)(c2cccc(NC(=O)c3ccc(Br)cn3)c2)COC1. Reaction SMILES: [C:1]([O:2][C:3](=[O:4])[NH:7][C:8]1=[N:13][C:12]([CH2:14][F:15])([c:16]2[cH:17][c:18]([NH:22][C:23](=[O:24])[c:25]3[n:26][cH:27][c:28]([Br:31])[cH:29][cH:30]3)[cH:19][cH:20][cH:21]2)[CH2:11][O:10][CH2:9]1)([CH3:5])([CH3:6])[CH3:32].[CH3:34][OH:35].[ClH:33]>>[NH2:7][C:8]1=[N:13][C:12]([CH2:14][F:15])([c:16]2[cH:17][c:18]([NH:22][C:23](=[O:24])[c:25]3[n:26][cH:27][c:28]([Br:31])[cH:29][cH:30]3)[cH:19][cH:20][cH:21]2)[CH2:11][O:10][CH2:9]1. The reactants are [OH-].[Na+] (NaOH), COC(\C=C\C1=CC(=CC=C1)NC(\C=C\C1=CC2=C(OCO2)C=C1)=O)=O (3-[3-[[(E)-3-(1,3-Benzodioxol-5-yl)-1-oxo-2-propenyl]amino]phenyl]-(E)-2-propenoic acid methyl ester), resultant mixture. Run in O1CCCC1 (tetrahydrofuran). The product is O1COC2=C1C=CC(=C2)/C=C/C(=O)NC=2C=C(C=CC2)/C=C/C(=O)O (3-[3-[[(E)-3-(1,3-Benzodioxol-5-yl)-1-oxo-2-propenyl]amino]phenyl]-(E)-2-propenoic acid), solid. The yield is 84.0%. RXN SMILES: [OH-].[Na+].C[O:4][C:5](=[O:28])/[CH:6]=[CH:7]/[C:8]1[CH:13]=[CH:12][CH:11]=[C:10]([NH:14][C:15](=[O:27])/[CH:16]=[CH:17]/[C:18]2[CH:26]=[CH:25][C:21]3[O:22][CH2:23][O:24][C:20]=3[CH:19]=2)[CH:9]=1>O1CCCC1>[O:22]1[C:21]2[CH:25]=[CH:26][C:18](/[CH:17]=[CH:16]/[C:15]([NH:14][C:10]3[CH:9]=[C:8](/[CH:7]=[CH:6]/[C:5]([OH:28])=[O:4])[CH:13]=[CH:12][CH:11]=3)=[O:27])=[CH:19][C:20]=2[O:24][CH2:23]1 |f:0.1|. Procedure: (Method G4) 1N NaOH solution (2.56 ml, 2.56 mmol) was added to a solution of 3-[3-[[(E)-3-(1,3-benzodioxol-5-yl)-1-oxo-2-propenyl]amino]phenyl]-(E)-2-propenoic acid methyl ester (3a) (0.30 g, 0.85 mmol) in tetrahydrofuran (4.0 ml), and the resultant mixture was stirred at ambient temperature overnight. The reaction mixture was partitioned between ethyl acetate and water. The aqueous layer was acidified with 2N HCl solution and extracted with ethyl acetate. The organic layer was washed successive... The reactants are [Si](C)(C)(C(C)(C)C)Cl (tert-butyldimethylsilylchloride), ClCCCCO (4-Chloro-1-butanol), CN(C=O)C (dimethylformamide), N1C=NC=C1 (imidazole). Run in CCCCCC (hexane). Reaction conditions: time 24 hour. Yields the product [Si](C)(C)(C(C)(C)C)OC(CCCCl)O (1-tert-Butyldimethylsilyloxy-4-chloro-butanol). Isolated yield 56.0%. RXN SMILES: [Cl:1][CH2:2][CH2:3][CH2:4][CH2:5][OH:6].[Si:7](Cl)([C:10]([CH3:13])([CH3:12])[CH3:11])([CH3:9])[CH3:8].N1C=CN=C1.CN(C)C=[O:23]>CCCCCC>[Si:7]([O:6][CH:5]([OH:23])[CH2:4][CH2:3][CH2:2][Cl:1])([C:10]([CH3:13])([CH3:12])[CH3:11])([CH3:9])[CH3:8]. Procedure details: 4-Chloro-1-butanol (5.43 g, 50 mmol) was dissolved in dimethylformamide (50 mL) and tert-butyldimethylsilylchloride (7.54 g, 50 mmol) was added, followed by imidazole (3.4 g, 50 mmol). After 24 hours of stirring at room temperature, the reaction mixture was diluted with hexane, washed with water and brine and dried over anhydrous sodium sulfate. The solvent was evaporated to give colorless liquid which was purified by chromatography on silica gel eluting with hexane/ethyl acetate (30:1) to give ... Starting materials: COC(N[C@@H]1CN(CC1)C=1C(=CC(=C2C=CC=NC12)Cl)C(C)=O)=O (methyl[(3S)-1-(7-acetyl-5-chloroquinolin-8-yl)pyrrolidin-3-yl]carbamate), C(C)(=O)[O-].[NH4+] (ammonium acetate), C(#N)[BH3-].[Na+] (sodium cyanoborohydride), O1CCCC1 (tetrahydrofuran). Run in CO (methanol), C(C)#N (acetonitrile). Run at temperature 65 celsius. Product: COC(N[C@@H]1CN(CC1)C=1C(=CC(=C2C=CC=NC12)Cl)C(C)N)=O (Methyl{(3S)-1-[7-(1-aminoethyl)-5-chloroquinolin-8-yl]pyrrolidin-3-yl}carbamate). Reaction SMILES: [CH3:1][O:2][C:3](=[O:24])[NH:4][C@H:5]1[CH2:9][CH2:8][N:7]([C:10]2[C:11]([C:21](=O)[CH3:22])=[CH:12][C:13]([Cl:20])=[C:14]3[C:19]=2[N:18]=[CH:17][CH:16]=[CH:15]3)[CH2:6]1.C([O-])(=O)C.[NH4+].C([BH3-])#[N:31].[Na+].O1CCCC1>CO.C(#N)C>[CH3:1][O:2][C:3](=[O:24])[NH:4][C@H:5]1[CH2:9][CH2:8][N:7]([C:10]2[C:11]([CH:21]([NH2:31])[CH3:22])=[CH:12][C:13]([Cl:20])=[C:14]3[C:19]=2[N:18]=[CH:17][CH:16]=[CH:15]3)[CH2:6]1 |f:1.2,3.4|. Procedure details: A mixture of methyl[(3S)-1-(7-acetyl-5-chloroquinolin-8-yl)pyrrolidin-3-yl]carbamate (0.047 g, 0.14 mmol) and ammonium acetate (0.104 g, 1.35 mmol) in methanol (0.5 mL) and acetonitrile (0.5 mL) was heated at 65° C. in a sealed tube for 1 hour. After cooling to room temperature, to the resulting mixture was added 1.0 M sodium cyanoborohydride in tetrahydrofuran (0.34 mL, 0.34 mmol). The reaction was heated at 65° C. overnight. The mixture was then cooled to room temperature, quenched with sat. N... Reactants: Cc1nc2ccc(Br)cn2n1, CC(c1ccc(B2OC(C)(C)C(C)(C)O2)cc1)N1CCC(CC(C)(C)O)(c2ccccc2)OC1=O. Yields the product Cc1nc2ccc(-c3ccc(C(C)N4CCC(CC(C)(C)O)(c5ccccc5)OC4=O)cc3)cn2n1. Reaction SMILES: [Br:36][c:37]1[cH:38][cH:39][c:40]2[n:41]([cH:42]1)[n:43][c:44]([CH3:46])[n:45]2.[OH:1][C:2]([CH2:3][C:4]1([c:28]2[cH:29][cH:30][cH:31][cH:32][cH:33]2)[CH2:5][CH2:6][N:7]([CH:11]([CH3:12])[c:13]2[cH:14][cH:15][c:16]([B:19]3[O:20][C:21]([CH3:22])([CH3:23])[C:24]([CH3:25])([CH3:26])[O:27]3)[cH:17][cH:18]2)[C:8](=[O:10])[O:9]1)([CH3:34])[CH3:35]>>[OH:1][C:2]([CH2:3][C:4]1([c:28]2[cH:29][cH:30][cH:31][cH:32][cH:33]2)[CH2:5][CH2:6][N:7]([CH:11]([CH3:12])[c:13]2[cH:14][cH:15][c:16](-[c:37]3[cH:38][cH:39][c:40]4[n:41]([cH:42]3)[n:43][c:44]([CH3:46])[n:45]4)[cH:17][cH:18]2)[C:8](=[O:10])[O:9]1)([CH3:34])[CH3:35]. The reactants are C(OCC1=CC=CC=C1)(=O)Cl (Benzyl carbonochloridate), Cl.C(\C=C\C)N ((2E)-but-2-en-1-amine hydrochloride), CCN(C(C)C)C(C)C (Hunig's base). Solvent: C(C)#N (acetonitrile), [Cl-].[Na+].O (brine). Reaction conditions: temperature 0 celsius, time 1 hour. The product is C(\C=C\C)NC(OCC1=CC=CC=C1)=O (benzyl (2E)-but-2-en-1-ylcarbamate). As a reaction SMILES: [C:1](Cl)(=[O:10])[O:2][CH2:3][C:4]1[CH:9]=[CH:8][CH:7]=[CH:6][CH:5]=1.Cl.[CH2:13]([NH2:17])/[CH:14]=[CH:15]/[CH3:16].CCN(C(C)C)C(C)C>C(#N)C.[Cl-].[Na+].O>[CH2:13]([NH:17][C:1](=[O:10])[O:2][CH2:3][C:4]1[CH:9]=[CH:8][CH:7]=[CH:6][CH:5]=1)/[CH:14]=[CH:15]/[CH3:16] |f:1.2,5.6.7|. Procedure: Benzyl carbonochloridate (22.8 mL, 167 mmol) was added to a solution of (2E)-but-2-en-1-amine hydrochloride (12.0 g, 112 mmol) and Hunig's base (43.2 g, 330 mmol) in acetonitrile (120 mL) under a nitrogen atmosphere at 0° C. The reaction mixture was stirred under nitrogen at 0° C. for 1 hour and then allowed to warm to ambient temperature. After 3 hours, the reaction mixture was diluted with brine (50 mL) and was extracted with ethyl acetate (3×50 mL). The organic layers were combined, dried ove... Starting materials: O=C(O)Cc1ccc(Br)cc1, CC(=O)OC(C)=O, Cl, O=Cc1ccco1. The product is O=C(O)C(=Cc1ccco1)c1ccc(Br)cc1. Reaction SMILES: [Br:1][c:2]1[cH:3][cH:4][c:5]([CH2:8][C:9](=[O:10])[OH:11])[cH:6][cH:7]1.[CH3:19][C:20]([O:21][C:22]([CH3:23])=[O:24])=[O:25].[ClH:26].[o:12]1[c:13]([CH:17]=[O:18])[cH:14][cH:15][cH:16]1>>[Br:1][c:2]1[cH:3][cH:4][c:5]([C:8]([C:9](=[O:10])[OH:11])=[CH:17][c:13]2[o:12][cH:16][cH:15][cH:14]2)[cH:6][cH:7]1.